Dataset: the Open Reaction Database (ORD), a public repository of structured organic reaction records. Task: describe an organic reaction: reactants, conditions, products, and yield Starting materials: N1(CCCCCC1)C1=CC=C(C=C1)S(=O)(=O)NCCCCC(=O)O (5-[4-(1-Hexahydroazepinyl)benzenesulphonylamino]valeric acid), C(C)(=O)[O-].[Na+] (sodium acetate). The solvent is C(C)(=O)OC(C)=O (acetic anhydride). Yields the product N1(CCCCCC1)C1=CC=C(C=C1)S(=O)(=O)N1C(CCCC1)=O (1-[4-(1-Hexahydroazepinyl)benzenesulphonyl]-2-piperidinone). Yield: 92.2%. As a reaction SMILES: [N:1]1([C:8]2[CH:13]=[CH:12][C:11]([S:14]([NH:17][CH2:18][CH2:19][CH2:20][CH2:21][C:22]([OH:24])=O)(=[O:16])=[O:15])=[CH:10][CH:9]=2)[CH2:7][CH2:6][CH2:5][CH2:4][CH2:3][CH2:2]1.C([O-])(=O)C.[Na+]>C(OC(=O)C)(=O)C>[N:1]1([C:8]2[CH:13]=[CH:12][C:11]([S:14]([N:17]3[CH2:18][CH2:19][CH2:20][CH2:21][C:22]3=[O:24])(=[O:16])=[O:15])=[CH:10][CH:9]=2)[CH2:7][CH2:6][CH2:5][CH2:4][CH2:3][CH2:2]1 |f:1.2|. Procedure details: 4 g of product obtained in Stage B are heated to reflux for 1 hour with 4 g of sodium acetate in 80 cm3 of acetic anhydride. The mixture is cooled to room temperature and evaporated to dryness, the residue is taken up in 60 cm3 of water, filtered and dried and 3.5 g of expected product are obtained. After crystallization in isopropanol, 2.3 g of product are obtained. M.p. 164°- 165° C. Starting materials: O=C([O-])[O-], CC1(C)OB(c2cccc(O)c2)OC1(C)C, Cc1cccc2cc(Cn3nc(I)c4c(N)ncnc43)n(C(C)C)c(=O)c12, [Na+], [Na+], CC(=O)[O-], CC(=O)[O-], [Pd+2], c1ccc(P(c2ccccc2)c2ccccc2)cc1. Product: Cc1cccc2cc(Cn3nc(-c4cccc(O)c4)c4c(N)ncnc43)n(C(C)C)c(=O)c12. Reaction SMILES: [C:63](=[O:64])([O-:65])[O-:66].[CH3:28][C:29]1([CH3:30])[C:31]([CH3:32])([CH3:33])[O:34][B:35]([c:36]2[cH:37][c:38]([OH:42])[cH:39][cH:40][cH:41]2)[O:43]1.[NH2:1][c:2]1[c:3]2[c:4]([n:5][cH:6][n:7]1)[n:8]([CH2:12][c:13]1[n:14]([CH:25]([CH3:26])[CH3:27])[c:15](=[O:24])[c:16]3[c:17]([CH3:23])[cH:18][cH:19][cH:20][c:21]3[cH:22]1)[n:9][c:10]2[I:11].[Na+:67].[Na+:68].[O-:70][C:71]([CH3:72])=[O:73].[O-:74][C:75]([CH3:76])=[O:77].[Pd+2:69].[c:44]1([P:45]([c:46]2[cH:47][cH:48][cH:49][cH:50][cH:51]2)[c:52]2[cH:53][cH:54][cH:55][cH:56][cH:57]2)[cH:58][cH:59][cH:60][cH:61][cH:62]1>>[NH2:1][c:2]1[c:3]2[c:4]([n:5][cH:6][n:7]1)[n:8]([CH2:12][c:13]1[n:14]([CH:25]([CH3:26])[CH3:27])[c:15](=[O:24])[c:16]3[c:17]([CH3:23])[cH:18][cH:19][cH:20][c:21]3[cH:22]1)[n:9][c:10]2-[c:36]1[cH:37][c:38]([OH:42])[cH:39][cH:40][cH:41]1. Reactants: CC(C)(C)OC(=O)Nc1nc2ccc(C(=O)O)cc2s1, C1CCNC1, ClCCCl, CCN(C(C)C)C(C)C, ClCCl, C1CCOC1, O. Yields the product CC(C)(C)OC(=O)Nc1nc2ccc(C(=O)N3CCCC3)cc2s1. Reaction SMILES: [C:1]([CH3:2])([CH3:3])([CH3:4])[O:5][C:6](=[O:7])[NH:8][c:9]1[s:10][c:11]2[c:12]([n:13]1)[cH:14][cH:15][c:16]([C:18](=[O:19])[OH:20])[cH:17]2.[CH2:21]1[CH2:22][CH2:23][NH:24][CH2:25]1.[CH2:26]([Cl:27])[CH2:28][Cl:29].[CH:30]([N:31]([CH2:32][CH3:33])[CH:34]([CH3:35])[CH3:36])([CH3:37])[CH3:38].[Cl:44][CH2:45][Cl:46].[O:39]1[CH2:40][CH2:41][CH2:42][CH2:43]1.[OH2:47]>>[C:1]([CH3:2])([CH3:3])([CH3:4])[O:5][C:6](=[O:7])[NH:8][c:9]1[s:10][c:11]2[c:12]([n:13]1)[cH:14][cH:15][c:16]([C:18](=[O:20])[N:24]1[CH2:23][CH2:22][CH2:21][CH2:25]1)[cH:17]2. The reactants are CC(=O)ON(CC=Cc1ccn(-c2c(C)cccc2C)c1)C(C)=O, Cc1cccc(C)c1-n1ccc(C=O)c1. Yields the product Cc1cccc(C)c1-n1ccc(C=CC=O)c1. As a reaction SMILES: [C:1]([N:2]([O:3][C:4](=[O:5])[CH3:6])[CH2:9][CH:10]=[CH:11][c:12]1[cH:13][n:14](-[c:17]2[c:18]([CH3:24])[cH:19][cH:20][cH:21][c:22]2[CH3:23])[cH:15][cH:16]1)(=[O:7])[CH3:8].[CH3:25][c:26]1[cH:27][cH:28][cH:29][c:30]([CH3:31])[c:32]1-[n:33]1[cH:34][cH:35][c:36]([CH:37]=[O:39])[cH:38]1>>[CH:9]([CH:10]=[CH:11][c:12]1[cH:13][n:14](-[c:17]2[c:18]([CH3:24])[cH:19][cH:20][cH:21][c:22]2[CH3:23])[cH:15][cH:16]1)=[O:39]. As a reaction SMILES: [C:1]([CH:3]([O:7][C:8]1[CH:9]=[C:10]2[C:15](=[C:16]([F:19])[C:17]=1[F:18])[CH2:14][CH:13]([CH:20]1[CH2:25][CH2:24][CH:23]([CH2:26][CH2:27][CH3:28])[CH2:22][CH2:21]1)[CH2:12][CH2:11]2)[CH2:4][CH2:5][CH3:6])#[CH:2].Cl>C(N(CC)C1C=CC=CC=1)C>[F:18][C:17]1[C:8]2[O:7][CH:3]([CH2:4][CH2:5][CH3:6])[CH:1]=[CH:2][C:9]=2[C:10]2[CH2:11][CH2:12][CH:13]([CH:20]3[CH2:25][CH2:24][CH:23]([CH2:26][CH2:27][CH3:28])[CH2:22][CH2:21]3)[CH2:14][C:15]=2[C:16]=1[F:19]. The product is FC1=C(C2=C(C=3C=CC(OC13)CCC)CCC(C2)C2CCC(CC2)CCC)F (5,6-difluoro-3-propyl-8-(4-propylcyclohexyl)-7,8,9,10-tetrahydro-3H-benzo[f]chromene). Reactants: C(#C)C(CCC)OC=1C=C2CCC(CC2=C(C1F)F)C1CCC(CC1)CCC (6-(1-ethynylbutoxy)-7,8-difluoro-2-(4-propylcyclohexyl)-1,2,3,4-tetrahydronaphthalene), Cl (hydrochloric acid). Solvent: C(C)N(C1=CC=CC=C1)CC (N,N-diethylaniline). Reported procedure: 4.5 g (11.6 mmol) of 6-(1-ethynylbutoxy)-7,8-difluoro-2-(4-propylcyclohexyl)-1,2,3,4-tetrahydronaphthalene are heated at 200° C. for 2 h in 45 ml of N,N-diethylaniline. After cooling, the batch is added to a mixture of 2 N hydrochloric acid and ice, and the mixture is extracted with MTBE. The organic phase is washed with 2 N hydrochloric acid and water, and the solution is dried using sodium sulfate. The residue remaining after removal of the solvent is purified by column chromatography (SiO2, n... Starting materials: C(C)OCC(=O)Cl (ethoxyacetyl chloride), C(C1=CC=CC=C1)OC1=CC=C2C(=C(C=NC2=C1)N)NCC(C)C (7-benzyloxy-N4-(2-methylpropyl)quinoline-3,4-diamine), C1(=CC=CC=C1)C (toluene), C(C1=CC=CC=C1)OC1=CC=C2C(=C(C=NC2=C1)N)NCC(C)C (7-benzyloxy-N4-(2-methylpropyl)quinoline-3,4-diamine). Solvent: N1=CC=CC=C1 (pyridine), C(C)N(CC)CC (Triethylamine), N1=CC=CC=C1 (pyridine). The product is C(C1=CC=CC=C1)OC=1C=CC=2C3=C(C=NC2C1)N=C(N3CC(C)C)COCC (7-benzyloxy-2-ethoxymethyl-1-(2-methylpropyl)-1H-imidazo[4,5-c]quinoline). As a reaction SMILES: [CH2:1]([O:8][C:9]1[CH:18]=[C:17]2[C:12]([C:13]([NH:20][CH2:21][CH:22]([CH3:24])[CH3:23])=[C:14]([NH2:19])[CH:15]=[N:16]2)=[CH:11][CH:10]=1)[C:2]1[CH:7]=[CH:6][CH:5]=[CH:4][CH:3]=1.[CH2:25]([O:27][CH2:28][C:29](Cl)=O)[CH3:26].C1(C)C=CC=CC=1>N1C=CC=CC=1.C(N(CC)CC)C>[CH2:1]([O:8][C:9]1[CH:10]=[CH:11][C:12]2[C:13]3[N:20]([CH2:21][CH:22]([CH3:24])[CH3:23])[C:26]([CH2:25][O:27][CH2:28][CH3:29])=[N:19][C:14]=3[CH:15]=[N:16][C:17]=2[CH:18]=1)[C:2]1[CH:3]=[CH:4][CH:5]=[CH:6][CH:7]=1. Procedure details: The preparation of 7-benzyloxy-N4-(2-methylpropyl)quinoline-3,4-diamine is described in Parts A-F of Example 1. A concentrated solution of ethoxyacetyl chloride (12.2 g, 99.2 mmol) was added dropwise to a solution of 7-benzyloxy-N4-(2-methylpropyl)quinoline-3,4-diamine (29 g, 90 mmol) in 50:50 toluene:pyridine. The temperature of the reaction reached 40° C., and a precipitate formed. Triethylamine (15-20 g) and pyridine were added to help dissolve the precipitate. The reaction was heated at refl... Starting materials: BrC1=CC=C(C=C1)C1CCCC(N1)=O (6-(4-bromophenyl)-2-piperidinone), B1(OC(C(O1)(C)C)(C)C)B2OC(C(O2)(C)C)(C)C (bis(pinacolato)diboron), C(C)(=O)[O-].[K+] (potassium acetate), Cl.N12C[C@@H](C(CC1)CC2)NC(=O)C=2SC1=C(C2)C=CC=C1Br (N-[(3R)-1-azabicyclo[2.2.2]oct-3-yl]-7-bromo-1-benzothiophene-2-carboxamide hydrochloride), C([O-])([O-])=O.[Na+].[Na+] (sodium carbonate). Reagents/catalysts: C1=CC=C(C=C1)P([C-]2C=CC=C2)C3=CC=CC=C3.C1=CC=C(C=C1)P([C-]2C=CC=C2)C3=CC=CC=C3.Cl[Pd]Cl.[Fe+2] (PdCl2(dppf)), C1=CC=C(C=C1)P([C-]2C=CC=C2)C3=CC=CC=C3.C1=CC=C(C=C1)P([C-]2C=CC=C2)C3=CC=CC=C3.Cl[Pd]Cl.[Fe+2] (PdCl2(dppf)). Solvent: CN(C)C=O (DMF). Yields the product Cl.N12C[C@@H](C(CC1)CC2)NC(=O)C=2SC1=C(C2)C=CC=C1C1=CC=C(C=C1)C1NC(CCC1)=O (N-[(3R)-1-Azabicyclo[2.2.2]oct-3-yl]-7-[4-(6-oxo-2-piperidinyl)phenyl]-1-benzothiophene-2-carboxamide hydrochloride). Reaction SMILES: Br[C:2]1[CH:7]=[CH:6][C:5]([CH:8]2[NH:13][C:12](=[O:14])[CH2:11][CH2:10][CH2:9]2)=[CH:4][CH:3]=1.B1(B2OC(C)(C)C(C)(C)O2)OC(C)(C)C(C)(C)O1.C([O-])(=O)C.[K+].[ClH:38].[N:39]12[CH2:46][CH2:45][CH:42]([CH2:43][CH2:44]1)[C@@H:41]([NH:47][C:48]([C:50]1[S:51][C:52]3[C:58](Br)=[CH:57][CH:56]=[CH:55][C:53]=3[CH:54]=1)=[O:49])[CH2:40]2.C(=O)([O-])[O-].[Na+].[Na+]>CN(C=O)C.C1C=CC(P(C2C=CC=CC=2)[C-]2C=CC=C2)=CC=1.C1C=CC(P(C2C=CC=CC=2)[C-]2C=CC=C2)=CC=1.Cl[Pd]Cl.[Fe+2]>[ClH:38].[N:39]12[CH2:44][CH2:43][CH:42]([CH2:45][CH2:46]1)[C@@H:41]([NH:47][C:48]([C:50]1[S:51][C:52]3[C:58]([C:2]4[CH:7]=[CH:6][C:5]([CH:8]5[CH2:9][CH2:10][CH2:11][C:12](=[O:14])[NH:13]5)=[CH:4][CH:3]=4)=[CH:57][CH:56]=[CH:55][C:53]=3[CH:54]=1)=[O:49])[CH2:40]2 |f:2.3,4.5,6.7.8,10.11.12.13,14.15|. Procedure details: 123.4 mg (0.49 mmol) of 6-(4-bromophenyl)-2-piperidinone, 142.2 mg (0.56 mmol) of bis(pinacolato)diboron, 146.6 mg (1.49 mmol) of potassium acetate, 13.7 mg (0.02 mmol) of PdCl2(dppf), 150 mg (0.37 mmol) of N-[(3R)-1-azabicyclo[2.2.2]oct-3-yl]-7-bromo-1-benzothiophene-2-carboxamide hydrochloride (Example 8A), 0.93 ml of 2 M sodium carbonate solution and a further 13.7 mg (0.02 mmol) of PdCl2(dppf) in 2 ml of DMF are reacted by general method D. Drying under high vacuum results in 7.3 mg (4% of t... The reactants are [Br-], CO, [Cl-], [K+], [Na+], O, OO, OC(CCl)CSc1ncc(Cl)cn1. The product is O=S(CC(O)CCl)c1ncc(Cl)cn1. Reaction SMILES: [Br-:18].[CH3:21][OH:22].[Cl-:16].[K+:19].[Na+:17].[OH2:20].[OH:1][OH:2].[OH:3][CH:4]([CH2:5][S:6][c:7]1[n:8][cH:9][c:10]([Cl:13])[cH:11][n:12]1)[CH2:14][Cl:15]>>[O:1]=[S:6]([CH2:5][CH:4]([OH:3])[CH2:14][Cl:15])[c:7]1[n:8][cH:9][c:10]([Cl:13])[cH:11][n:12]1. Reactants: C1CCOC1, O=C(Cl)c1cccc(C(F)(F)F)c1, Cc1ccc(N)cc1C(=O)O. Yields the product Cc1ccc(NC(=O)c2cccc(C(F)(F)F)c2)cc1C(=O)O. As a reaction SMILES: [CH2:25]1[O:26][CH2:27][CH2:28][CH2:29]1.[F:12][C:13]([c:14]1[cH:15][c:16]([C:17](=[O:18])[Cl:19])[cH:20][cH:21][cH:22]1)([F:23])[F:24].[NH2:1][c:2]1[cH:3][cH:4][c:5]([CH3:11])[c:6]([C:7](=[O:8])[OH:9])[cH:10]1>>[NH:1]([c:2]1[cH:3][cH:4][c:5]([CH3:11])[c:6]([C:7](=[O:8])[OH:9])[cH:10]1)[C:17]([c:16]1[cH:15][c:14]([C:13]([F:12])([F:23])[F:24])[cH:22][cH:21][cH:20]1)=[O:18].